Dataset: the Open Reaction Database (ORD), a public repository of structured organic reaction records. Task: describe an organic reaction: reactants, conditions, products, and yield Reactants: C(C1=CC=CC=C1)Br (benzyl bromide), FC1=CC=C(C=C1)C(C(CC)N(C)C)=O (1-(4-fluorophenyl)-2-dimethylamino-butan-1-one), [OH-].[Na+] (NaOH). Run in C(C)#N (acetonitrile). Yields the product FC1=CC=C(C=C1)C(C(CC)(CC1=CC=CC=C1)N(C)C)=O (1-(4-Fluorophenyl)-2-dimethylamino-2-benzyl-butan-1-one). RXN SMILES: [F:1][C:2]1[CH:7]=[CH:6][C:5]([C:8](=[O:15])[CH:9]([N:12]([CH3:14])[CH3:13])[CH2:10][CH3:11])=[CH:4][CH:3]=1.[CH2:16](Br)[C:17]1[CH:22]=[CH:21][CH:20]=[CH:19][CH:18]=1.[OH-].[Na+]>C(#N)C>[F:1][C:2]1[CH:3]=[CH:4][C:5]([C:8](=[O:15])[C:9]([N:12]([CH3:13])[CH3:14])([CH2:16][C:17]2[CH:22]=[CH:21][CH:20]=[CH:19][CH:18]=2)[CH2:10][CH3:11])=[CH:6][CH:7]=1 |f:2.3|. Reported procedure: 100 g (0.48 mol) of 1-(4-fluorophenyl)-2-dimethylamino-butan-1-one (crude product from A) are dissolved in 330 ml of acetonitrile. 98.1 g (0.57 mol) of benzyl bromide are slowly added dropwise, with stirring. After the mixture has been stirred at room temperature for 12 hours, the solvent is distilled off in vacuo. The residue is dissolved in 500 ml of water and the solution is heated to 55°-60°. 113 g of a 34% NaOH solution (0.96 mol) are added dropwise at this temperature and the mixture is su...